From a dataset of the Open Reaction Database (ORD), a public repository of structured organic reaction records. describe an organic reaction: reactants, conditions, products, and yield Starting materials: COC(=O)C=1SC(=CC1)C(NC1=C(C=CC=C1)NC(=O)OC(C)(C)C)=O (5-(2-tert-Butoxycarbonylamino-phenyl-carbamoyl)-thiophene-2-carboxylic acid methyl ester), [OH-].[K+] (potassium hydroxide). Run in CO (MeOH), O (water). Run at time 2 day. Product: C(C)(C)(C)OC(=O)NC1=C(C=CC=C1)NC(=O)C1=CC=C(S1)C(=O)O (5-(2-tert-butoxycarbonylamino-phenylcarbamoyl)-thiophene-2-carboxylic acid). Isolated yield 80.0%. As a reaction SMILES: C[O:2][C:3]([C:5]1[S:6][C:7]([C:10](=[O:26])[NH:11][C:12]2[CH:17]=[CH:16][CH:15]=[CH:14][C:13]=2[NH:18][C:19]([O:21][C:22]([CH3:25])([CH3:24])[CH3:23])=[O:20])=[CH:8][CH:9]=1)=[O:4].[OH-].[K+]>CO.O>[C:22]([O:21][C:19]([NH:18][C:13]1[CH:14]=[CH:15][CH:16]=[CH:17][C:12]=1[NH:11][C:10]([C:7]1[S:6][C:5]([C:3]([OH:4])=[O:2])=[CH:9][CH:8]=1)=[O:26])=[O:20])([CH3:25])([CH3:23])[CH3:24] |f:1.2|. Procedure details: To a suspension of 18.5 g (50 mmol) 5-(2-tert-Butoxycarbonylamino-phenyl-carbamoyl)-thiophene-2-carboxylic acid methyl ester in 500 ml MeOH was added within 20 minutes a solution of 5.6 g (100 mmol) potassium hydroxide in 100 ml water. The reaction mixture was stirred at room temperature for 2 d. The MeOH was evaporated and the remaining aqueous solution was extracted three times with ethylacetate and acidified with a 3 N aqueous HCl solution. The precipitation was filtered off, washed with wate...